Dataset: the Open Reaction Database (ORD), a public repository of structured organic reaction records. Task: describe an organic reaction: reactants, conditions, products, and yield Reactants: Br (HBr), ClC1=C(NC2=CC3=C(C(C4=C(CC3)C=CC(=C4)OC)=O)C=C2)C=CC=C1 (2-(2-chloroanilino)-7-methoxy-10,11-dihydrodibenzo[a,d]-cyclohepten-5-one), ice. Solvent: C(C)(=O)O (acetic acid). The product is ClC1=C(NC2=CC3=C(C(C4=C(CC3)C=CC(=C4)O)=O)C=C2)C=CC=C1 (2-(2-Chloroanilino)-7-hydroxy-10,11-dihydrodibenzo[a,d]-cyclohepten-5-one). RXN SMILES: [Cl:1][C:2]1[CH:26]=[CH:25][CH:24]=[CH:23][C:3]=1[NH:4][C:5]1[CH:22]=[CH:21][C:8]2[C:9](=[O:20])[C:10]3[CH:17]=[C:16]([O:18]C)[CH:15]=[CH:14][C:11]=3[CH2:12][CH2:13][C:7]=2[CH:6]=1.Br>C(O)(=O)C>[Cl:1][C:2]1[CH:26]=[CH:25][CH:24]=[CH:23][C:3]=1[NH:4][C:5]1[CH:22]=[CH:21][C:8]2[C:9](=[O:20])[C:10]3[CH:17]=[C:16]([OH:18])[CH:15]=[CH:14][C:11]=3[CH2:12][CH2:13][C:7]=2[CH:6]=1. Reported procedure: 0.2 g (0.55 mmol) of 2-(2-chloroanilino)-7-methoxy-10,11-dihydrodibenzo[a,d]-cyclohepten-5-one is dissolved in 2 ml of glacial acetic acid, 2 ml of HBr (45%) are added and the mixture is refluxed for 6 h. The solution is hydrolyzed with 200 g of ice and the precipitate is filtered off. The product is obtained in the form of a white powder. Reactants: ClC(=O)OC (Methyl chloroformate), NC[C@@H]1CN(C(O1)=O)C=1C=C2CC(N(C2=C(C1)F)CCF)=O ((R)-5-(5-aminomethyl-2-oxo-oxazolidin-3-yl)-7-fluoro-1-(2-fluoro-ethyl)-1,3-dihydro-iridol-2-one), C(C)(C)N(CC)C(C)C (diisopropylethylamine). Solvent: ClCCl (dichloromethane), ClCCl (dichloromethane). Run at temperature 0 celsius, time 30 minute. Yields the product COC(NC[C@H]1CN(C(O1)=O)C=1C=C2CC(N(C2=C(C1)F)CCF)=O)=O ((S)-{3-[7-fluoro-1-(2-fluoro-ethyl)-2-oxo-2,3-dihydro-1H-indol-5-yl]-2-oxo-oxazolidin-5-ylmethyl}-carbamic acid methyl ester). Reaction SMILES: Cl[C:2]([O:4][CH3:5])=[O:3].[NH2:6][CH2:7][C@H:8]1[O:12][C:11](=[O:13])[N:10]([C:14]2[CH:15]=[C:16]3[C:20](=[C:21]([F:23])[CH:22]=2)[N:19]([CH2:24][CH2:25][F:26])[C:18](=[O:27])[CH2:17]3)[CH2:9]1.C(N(C(C)C)CC)(C)C>ClCCl>[CH3:5][O:4][C:2](=[O:3])[NH:6][CH2:7][C@@H:8]1[O:12][C:11](=[O:13])[N:10]([C:14]2[CH:15]=[C:16]3[C:20](=[C:21]([F:23])[CH:22]=2)[N:19]([CH2:24][CH2:25][F:26])[C:18](=[O:27])[CH2:17]3)[CH2:9]1. Procedure: Methyl chloroformate (0.022 ml, 0.282 mmol) is added dropwise to (R)-5-(5-aminomethyl-2-oxo-oxazolidin-3-yl)-7-fluoro-1-(2-fluoro-ethyl)-1,3-dihydro-iridol-2-one (0.080 g, 0.188 mmol) and diisopropylethylamine (0.137 ml, 0.752 mmol) in dichloromethane (2 ml) at 0° C. The reaction is stirred at 0° C. for 30 minutes and then allowed to warm at room temperature. The reaction mixture is diluted with dichloromethane, washed with water and brine, dried (Na2SO4) and evaporated. The residue is purified ... Starting materials: C(C)(=O)OCC.CC(=O)C (ethyl acetate acetone), CC1(OCC(O1)C2C3C(C(=O)O2)OC(O3)(C)C)C (2,3:5,6-Di-O-isopropylidene-L-gulonolactone), C1=CC=CC=C1 (benzene), C(C)(=O)OCC.CCCCCC (ethyl acetate hexane). Run in C(C)(=O)O.O (acetic acid water). Conditions: temperature 30 celsius, time 16 hour. The product is CC1(OC2C(O1)C(=O)OC2C(CO)O)C (2,3-O-isopropylidene-L-gulonolactone). The yield is 73.9%. RXN SMILES: CC1(C)[O:6][CH:5]([CH:7]2[O:12][C:10](=[O:11])[CH:9]3[O:13][C:14]([CH3:17])([CH3:16])[O:15][CH:8]23)[CH2:4][O:3]1.C(OCC)(=O)C.CCCCCC.C1C=CC=CC=1.C(OCC)(=O)C.CC(C)=O>C(O)(=O)C.O>[CH3:16][C:14]1([CH3:17])[O:13][CH:9]2[C:10]([O:12][CH:7]([CH:5]([OH:6])[CH2:4][OH:3])[CH:8]2[O:15]1)=[O:11] |f:1.2,4.5,6.7|. Reported procedure: 2,3:5,6-Di-O-isopropylidene-L-gulonolactone (22.89 g, 88.7 mmol) was dissolved in acetic acid/water (7:1, 200 ml) and stirred at 30° C. for 16 h when t.l.c. (ethyl acetate/hexane 1:1) revealed no starting material (Rf 0.5) and one major product (Rf 0.1). The solvent was removed under reduced pressure to give a yellow oil. Trituration with benzene (50 ml) gave a solid which was shaken with ethyl acetate/acetone (1:1, 250 ml). The resulting suspension was filtered and solvents removed under reduce... Starting materials: CCOc1cc(NC(=O)OC(C)(C)C)c(NC(=O)CC(=O)c2cccc(-c3ccccn3)c2)cc1C(F)(F)F, ClCCl, O=C(O)C(F)(F)F. The product is CCOc1cc2c(cc1C(F)(F)F)NC(=O)CC(c1cccc(-c3ccccn3)c1)=N2. As a reaction SMILES: [C:1]([O:2][C:3](=[O:4])[NH:7][c:8]1[c:9]([NH:21][C:22]([CH2:23][C:24](=[O:5])[c:25]2[cH:26][c:27](-[c:31]3[n:32][cH:33][cH:34][cH:35][cH:36]3)[cH:28][cH:29][cH:30]2)=[O:38])[cH:10][c:11]([C:17]([F:18])([F:19])[F:20])[c:12]([O:14][CH2:15][CH3:16])[cH:13]1)([CH3:6])([CH3:37])[CH3:39].[Cl:47][CH2:48][Cl:49].[F:40][C:41]([F:42])([F:43])[C:44]([OH:45])=[O:46]>>[N:7]1=[C:24]([c:25]2[cH:26][c:27](-[c:31]3[n:32][cH:33][cH:34][cH:35][cH:36]3)[cH:28][cH:29][cH:30]2)[CH2:23][C:22](=[O:38])[NH:21][c:9]2[c:8]1[cH:13][c:12]([O:14][CH2:15][CH3:16])[c:11]([C:17]([F:18])([F:19])[F:20])[cH:10]2. The reactants are COC(=O)c1sc(-c2ccccc2)cc1N(C(=O)C1CCC(C)CC1)C1CCN(C(C)=O)CC1, [Li+], C1COCCO1, [OH-], O. The product is CC(=O)N1CCC(N(C(=O)C2CCC(C)CC2)c2cc(-c3ccccc3)sc2C(=O)O)CC1. Reaction SMILES: [CH3:1][O:2][C:3](=[O:4])[c:5]1[s:6][c:7](-[c:29]2[cH:30][cH:31][cH:32][cH:33][cH:34]2)[cH:8][c:9]1[N:10]([C:11](=[O:12])[CH:13]1[CH2:14][CH2:15][CH:16]([CH3:19])[CH2:17][CH2:18]1)[CH:20]1[CH2:21][CH2:22][N:23]([C:26]([CH3:27])=[O:28])[CH2:24][CH2:25]1.[Li+:37].[O:38]1[CH2:39][CH2:40][O:41][CH2:42][CH2:43]1.[OH-:36].[OH2:35]>>[O:2]=[C:3]([OH:4])[c:5]1[s:6][c:7](-[c:29]2[cH:30][cH:31][cH:32][cH:33][cH:34]2)[cH:8][c:9]1[N:10]([C:11](=[O:12])[CH:13]1[CH2:14][CH2:15][CH:16]([CH3:19])[CH2:17][CH2:18]1)[CH:20]1[CH2:21][CH2:22][N:23]([C:26]([CH3:27])=[O:28])[CH2:24][CH2:25]1.